This data is from the Open Reaction Database (ORD), a public repository of structured organic reaction records. The task is: describe an organic reaction: reactants, conditions, products, and yield Reactants: NC1CCN(CCc2ccccc2)CC1, O=C1CCN(CCc2ccccc2)CC1, COc1cccc2c(Nc3ccc(C(=O)NC4CCN(Cc5ccccc5)CC4)cc3)c(C(=O)O)cnc12. Yields the product COc1cccc2c(Nc3ccc(C(=O)NC4CCN(Cc5ccccc5)CC4)cc3)c(C(=O)NC3CCN(CCc4ccccc4)CC3)cnc12. Reaction SMILES: [CH2:39]([CH2:40][c:41]1[cH:42][cH:43][cH:44][cH:45][cH:46]1)[N:47]1[CH2:48][CH2:49][CH:50]([NH2:53])[CH2:51][CH2:52]1.[CH2:54]([N:55]1[CH2:56][CH2:57][C:58](=[O:59])[CH2:60][CH2:61]1)[CH2:62][c:63]1[cH:64][cH:65][cH:66][cH:67][cH:68]1.[CH3:1][O:2][c:3]1[cH:4][cH:5][cH:6][c:7]2[c:8]([NH:16][c:17]3[cH:18][cH:19][c:20]([C:23](=[O:24])[NH:25][CH:26]4[CH2:27][CH2:28][N:29]([CH2:32][c:33]5[cH:34][cH:35][cH:36][cH:37][cH:38]5)[CH2:30][CH2:31]4)[cH:21][cH:22]3)[c:9]([C:13](=[O:14])[OH:15])[cH:10][n:11][c:12]12>>[CH3:1][O:2][c:3]1[cH:4][cH:5][cH:6][c:7]2[c:8]([NH:16][c:17]3[cH:18][cH:19][c:20]([C:23](=[O:24])[NH:25][CH:26]4[CH2:27][CH2:28][N:29]([CH2:32][c:33]5[cH:34][cH:35][cH:36][cH:37][cH:38]5)[CH2:30][CH2:31]4)[cH:21][cH:22]3)[c:9]([C:13](=[O:15])[NH:53][CH:50]3[CH2:49][CH2:48][N:47]([CH2:39][CH2:40][c:41]4[cH:42][cH:43][cH:44][cH:45][cH:46]4)[CH2:52][CH2:51]3)[cH:10][n:11][c:12]12. Starting materials: C(CCCCC(=O)[O-])(=O)OC(C(OCC)OCC)(OCCCC)OCCCC (dibutoxydiethoxyethyl adipate), C(CCCC(=O)[O-])(=O)OC(C(OCC)OCC)(OCCCC)OCCCC (dibutoxydiethoxyethyl glutarate). The product is CCCCOCCOCCOC(=O)CCCCC(=O)OCCOCCOCCCC (TP-95). RXN SMILES: [C:1]([O:10][C:11](OCCCC)(OCCCC)[CH:12]([O:16][CH2:17][CH3:18])OCC)(=[O:9])[CH2:2][CH2:3][CH2:4][CH2:5][C:6]([O-:8])=[O:7].[C:29]([O:37][C:38](OCCCC)(OCCCC)[CH:39](OCC)[O:40][CH2:41][CH3:42])(=O)[CH2:30][CH2:31][CH2:32]C([O-])=O>>[CH3:32][CH2:31][CH2:30][CH2:29][O:37][CH2:38][CH2:39][O:40][CH2:41][CH2:42][O:8][C:6]([CH2:5][CH2:4][CH2:3][CH2:2][C:1]([O:10][CH2:11][CH2:12][O:16][CH2:17][CH2:18][O:7][CH2:6][CH2:5][CH2:4][CH3:3])=[O:9])=[O:7]. Reported procedure: a mixture of 30 mole % dibutoxydiethoxyethyl adipate and 70 mole % dibutoxydiethoxyethyl glutarate purchased from Morton Thioko, Inc. under the tradename "TP-759 Plasticizer". Reactants: C1=CCCCCC1 (cycloheptene), C1=CCCCCC1 (cycloheptene), C (charcoal), C(C)(=O)O (acetic acid), OO (hydrogen peroxide). Reagents/catalysts: C(C)(=O)[O-].[Pd+2].C(C)(=O)[O-] (palladium acetate), C1(C=CC(C=C1)=O)=O (benzoquinone). Run at time 2 hour. Product: C(C)(=O)OC1C=CCC1 (cyclopent-2-en-1-yl acetate). Isolated yield 62.0%. As a reaction SMILES: [CH:1]1[CH2:7][CH2:6][CH2:5][CH2:4]CC=1.C.OO.[C:11]([OH:14])(=[O:13])[CH3:12]>C([O-])(=O)C.[Pd+2].C([O-])(=O)C.C1(=O)C=CC(=O)C=C1>[C:11]([O:14][CH:5]1[CH2:6][CH2:7][CH:1]=[CH:4]1)(=[O:13])[CH3:12] |f:4.5.6|. Reported procedure: Acetoxylation of cycloheptene A 500 ml three-neck flask is charged with 15 g of cycloheptene (0.15 moles), 150 g of acetic acid, 0.77 g of benzoquinone (7 mmoles), 1 g of charcoal and 80 mg of palladium acetate (0.35 mmoles). The temperature is taken to 50°, then 8 g (0.17 moles) of 70% by weight hydrogen peroxide are introduced in 8 h, and the reaction is allowed to proceed for a further 2 h while maintaining the temperature at 50°. The acetic acid is then distilled (35°, 20×102Pa). The residue... Starting materials: C1=CC=C2C(OC(C=3C=C4COCOC4=C1C23)=O)=O (8H-5,9,11-trioxabenzo[de]anthracene-4,6-dione), Cl.NO (hydroxylamine hydrochloride), O (water). The solvent is N1=CC=CC=C1 (pyridine). The product is ON1C(C=2C=C3COCOC3=C3C2C(C1=O)=CC=C3)=O (5-Hydroxy-8H-9,11-dioxa-5-aza-benzo[de]anthracene4,6-dione). Yield: 57.9%. As a reaction SMILES: [CH:1]1[C:16]2[C:17]3[C:4]([C:5](=O)[O:6][C:7](=[O:18])[C:8]=3[CH:9]=[C:10]3[C:15]=2[O:14][CH2:13][O:12][CH2:11]3)=[CH:3][CH:2]=1.Cl.[NH2:21][OH:22].O>N1C=CC=CC=1>[OH:22][N:21]1[C:5](=[O:6])[C:4]2=[CH:3][CH:2]=[CH:1][C:16]3[C:17]2=[C:8]([CH:9]=[C:10]2[C:15]=3[O:14][CH2:13][O:12][CH2:11]2)[C:7]1=[O:18] |f:1.2|. Procedure: To a solution of 310 mg (1.21 mmol) of 8H-5,9,11-trioxabenzo[de]anthracene-4,6-dione (from Example T3) in 4 mL pyridine was added 260 mg (3.74 mmol) of hydroxylamine hydrochloride and the reaction mixture refluxed for 2 hours and poured into 50 mL water while hot. The precipitate was isolated, washed with water, and dried to yield 190 mg of the title compound, mp 314-315° C. Reactants: N1N=CN=C1 (1,2,4-triazole), ClC=1N=C(C2=C(N1)SC1=C2CCCC1)NCCC1=CC2=C(C=C1)OCO2 (2-chloro-5,6,7,8-tetrahydro-4-(3,4-methylenedioxyphenethylamino)-[1]-benzothieno-[2,3-d]-pyrimidine). The product is N1(N=CN=C1)C=1N=C(C2=C(N1)SC1=C2CCCC1)NCCC1=CC2=C(C=C1)OCO2 (2-(1,2,4-triazol-1-yl)-5,6,7,8-tetrahydro-4-(3,4-methylenedioxyphenethylamino)-[1]-benzothieno-[2,3-d]-pyrimidine). Reaction SMILES: [NH:1]1[CH:5]=[N:4][CH:3]=[N:2]1.Cl[C:7]1[N:8]=[C:9]([NH:20][CH2:21][CH2:22][C:23]2[CH:28]=[CH:27][C:26]3[O:29][CH2:30][O:31][C:25]=3[CH:24]=2)[C:10]2[C:15]3[CH2:16][CH2:17][CH2:18][CH2:19][C:14]=3[S:13][C:11]=2[N:12]=1>>[N:1]1([C:7]2[N:8]=[C:9]([NH:20][CH2:21][CH2:22][C:23]3[CH:28]=[CH:27][C:26]4[O:29][CH2:30][O:31][C:25]=4[CH:24]=3)[C:10]3[C:15]4[CH2:16][CH2:17][CH2:18][CH2:19][C:14]=4[S:13][C:11]=3[N:12]=2)[CH:5]=[N:4][CH:3]=[N:2]1. Procedure details: Following the procedure of Example 97, the reaction of 1,2,4-triazole with 2-chloro-5,6,7,8-tetrahydro-4-(3,4-methylenedioxyphenethylamino)-[1]-benzothieno-[2,3-d]-pyrimidine gives 2-(1,2,4-triazol-1-yl)-5,6,7,8-tetrahydro-4-(3,4-methylenedioxyphenethylamino)-[1]-benzothieno-[2,3-d]-pyrimidine. The reactants are CC1CCC(Nc2ncc(Br)c(OCC3CCN(C(=O)OC(C)(C)C)C3)n2)CC1, OB(O)c1ccc(N2CCOCC2)cc1. Yields the product CC1CCC(Nc2ncc(-c3ccc(N4CCOCC4)cc3)c(OCC3CCN(C(=O)OC(C)(C)C)C3)n2)CC1. Reaction SMILES: [CH3:1][CH:2]1[CH2:3][CH2:4][CH:5]([NH:8][c:9]2[n:10][cH:11][c:12]([Br:29])[c:13]([O:15][CH2:16][CH:17]3[CH2:18][N:19]([C:22](=[O:23])[O:24][C:25]([CH3:26])([CH3:27])[CH3:28])[CH2:20][CH2:21]3)[n:14]2)[CH2:6][CH2:7]1.[O:30]1[CH2:31][CH2:32][N:33]([c:36]2[cH:37][cH:38][c:39]([B:42]([OH:43])[OH:44])[cH:40][cH:41]2)[CH2:34][CH2:35]1>>[CH3:1][CH:2]1[CH2:3][CH2:4][CH:5]([NH:8][c:9]2[n:10][cH:11][c:12](-[c:39]3[cH:38][cH:37][c:36]([N:33]4[CH2:32][CH2:31][O:30][CH2:35][CH2:34]4)[cH:41][cH:40]3)[c:13]([O:15][CH2:16][CH:17]3[CH2:18][N:19]([C:22](=[O:23])[O:24][C:25]([CH3:26])([CH3:27])[CH3:28])[CH2:20][CH2:21]3)[n:14]2)[CH2:6][CH2:7]1. Reactants: CCOC(OCC)c1cn2cccc(CO)c2n1, ClC(Cl)(Cl)Cl. Product: CCOC(OCC)c1cn2cccc(C=O)c2n1. Reaction SMILES: [CH2:1]([CH3:2])[O:3][CH:4]([c:5]1[n:6][c:7]2[n:8]([cH:9][cH:10][cH:11][c:12]2[CH2:13][OH:14])[cH:15]1)[O:16][CH2:17][CH3:18].[Cl:19][C:20]([Cl:21])([Cl:22])[Cl:23]>>[CH2:1]([CH3:2])[O:3][CH:4]([c:5]1[n:6][c:7]2[n:8]([cH:9][cH:10][cH:11][c:12]2[CH:13]=[O:14])[cH:15]1)[O:16][CH2:17][CH3:18]. The reactants are BrBr (Bromine), Cl.Cl.NCCCC=1N=C(NC1)N (4-(3-amino-propyl)-1H-imidazol-2-ylamine dihydrochloride), C(C)OCC (Diethyl ether). Run in CS(=O)C (dimethyl sulfoxide). Reaction conditions: time 1 hour. Product: Cl.Cl.NC=1NC(C(N1)=O)=CCCN (2-amino-5-(3-amino-propylidene)-1,5-dihydro-imidazol-4-one dihydrochloride). Reaction SMILES: [ClH:1].Cl.[NH2:3][CH2:4][CH2:5][CH2:6][C:7]1[N:8]=[C:9]([NH2:12])[NH:10][CH:11]=1.BrBr.C([O:17]CC)C>CS(C)=O>[ClH:1].[ClH:1].[NH2:12][C:9]1[NH:8][C:7](=[CH:6][CH2:5][CH2:4][NH2:3])[C:11](=[O:17])[N:10]=1 |f:0.1.2,6.7.8|. Procedure details: 4-(3-amino-propyl)-1H-imidazol-2-ylamine 16 (0.200 g, 0.930 mmol) was dissolved in anhydrous dimethyl sulfoxide (6 mL). Bromine (0.047 mL, 0.930 mmol) was added drop-wise and the solution was stirred at room temperature for 1 h. Diethyl ether (7 mL) was added and the organics were then decanted. The residue was purified by column chromatography (MeOH sat. with NH3) to yield the desired product as its free base. Addition of concentrated hydrochloric acid to a methanol solution (8 mL) of the free ... Reactants: Cl (HCl), CC1CC(NN=C1C1=CC(=C(C=C1)NC(C1=CN=CC=C1)=O)N)=O (5-methyl-6-(3-amino-4-nicotinamidophenyl)-4,5-dihydropyridazin-3-one). The solvent is C(C)(C)O (isopropanol). The product is O.O.CC1CC(NN=C1C1=CC2=C(N=C(N2)C=2C=NC=CC2)C=C1)=O (5-methyl-6-[2-(3-pyridyl)-5-benzimidazolyl]-4,5-dihydropyridazin-3-one, dihydrate). Reaction SMILES: Cl.[CH3:2][CH:3]1[C:8]([C:9]2[CH:14]=[CH:13][C:12]([NH:15][C:16](=[O:23])[C:17]3[CH:22]=[CH:21][CH:20]=[N:19][CH:18]=3)=[C:11]([NH2:24])[CH:10]=2)=[N:7][NH:6][C:5](=[O:25])[CH2:4]1>C(O)(C)C>[OH2:23].[OH2:23].[CH3:2][CH:3]1[C:8]([C:9]2[CH:14]=[CH:13][C:12]3[N:15]=[C:16]([C:17]4[CH:18]=[N:19][CH:20]=[CH:21][CH:22]=4)[NH:24][C:11]=3[CH:10]=2)=[N:7][NH:6][C:5](=[O:25])[CH2:4]1 |f:3.4.5|. Procedure details: HCl gas is passed for 2 hours into a boiling suspension of 1 g of 5-methyl-6-(3-amino-4-nicotinamidophenyl)-4,5-dihydropyridazin-3-one in 50 ml of isopropanol. After evaporation and the usual working up, 5-methyl-6-[2-(3-pyridyl)-5-benzimidazolyl]-4,5-dihydropyridazin-3-one, dihydrate, decomposition above 173°, is obtained.